From a dataset of the Open Reaction Database (ORD), a public repository of structured organic reaction records. describe an organic reaction: reactants, conditions, products, and yield Reactants: Cl.ClC1=C(C(C2=C(C=CC=C2)Cl)OC2CNC2)C=CC=C1 (3-(2,2′-dichlorobenzhydryloxy)azetidine hydrochloride), [N-]=C=O (isocyanate), ClC1=C(C(C2=C(C=CC=C2)Cl)OC2CN(C2)C(=O)NC(C)(C)C)C=CC=C1 (3-(2,2′-dichlorobenzhydryloxy)-N-(tert-butyl)azetidine-1-carboxamide). Yields the product ClC1=C(C(C2=C(C=CC=C2)Cl)OC2CN(C2)C(=O)NC2CCCC2)C=CC=C1 (3-(2,2′-dichlorobenzhydryloxy)-N-(cyclopentyl)azetidine-1-carboxamide). RXN SMILES: Cl.Cl[C:3]1C=CC=C[C:4]=1C(OC1CNC1)C1C=CC=CC=1Cl.[N-]=C=O.[Cl:25][C:26]1[CH:51]=[CH:50][CH:49]=[CH:48][C:27]=1[CH:28]([O:36][CH:37]1[CH2:40][N:39]([C:41]([NH:43][C:44]([CH3:47])([CH3:46])C)=[O:42])[CH2:38]1)[C:29]1[CH:34]=[CH:33][CH:32]=[CH:31][C:30]=1[Cl:35]>>[Cl:25][C:26]1[CH:51]=[CH:50][CH:49]=[CH:48][C:27]=1[CH:28]([O:36][CH:37]1[CH2:40][N:39]([C:41]([NH:43][CH:44]2[CH2:46][CH2:4][CH2:3][CH2:47]2)=[O:42])[CH2:38]1)[C:29]1[CH:34]=[CH:33][CH:32]=[CH:31][C:30]=1[Cl:35] |f:0.1|. Reported procedure: This material was prepared from 3-(2,2′-dichlorobenzhydryloxy)azetidine hydrochloride (68) and the corresponding commercially available isocyanate using the procedure described for compound (69). The reactants are C1CCOC1, CCO, [Cl-], O=C(O)Cc1cc([N+](=O)[O-])ccc1F, [NH4+], O. Product: Nc1ccc(F)c(CC(=O)O)c1. As a reaction SMILES: [CH2:21]1[O:22][CH2:23][CH2:24][CH2:25]1.[CH3:18][CH2:19][OH:20].[Cl-:16].[F:1][c:2]1[c:3]([CH2:11][C:12](=[O:13])[OH:14])[cH:4][c:5]([N+:8]([O-:9])=[O:10])[cH:6][cH:7]1.[NH4+:17].[OH2:15]>>[F:1][c:2]1[c:3]([CH2:11][C:12](=[O:13])[OH:14])[cH:4][c:5]([NH2:8])[cH:6][cH:7]1. Reactants: COC1=CC=C(C=C1)C=1C=CC(N(C1)CC=1C=NC(=CC1)C#C[Si](C)(C)C)=O (5-(4-methoxyphenyl)-1-((6-(2-(trimethylsilyl)ethynyl)pyridin-3-yl)methyl)pyridin-2(1H)-one), [F-].C(CCC)[N+](CCCC)(CCCC)CCCC (tetrabutylammonium fluoride). Solvent: C1CCOC1 (THF), O (H2O). Run at time 2 hour. The product is C(#C)C1=CC=C(C=N1)CN1C(C=CC(=C1)C1=CC=C(C=C1)OC)=O (1-((6-ethynylpyridin-3-yl)methyl)-5-(4-methoxyphenyl)pyridin-2(1H)-one). Yield: 35.8%. As a reaction SMILES: [CH3:1][O:2][C:3]1[CH:8]=[CH:7][C:6]([C:9]2[CH:10]=[CH:11][C:12](=[O:28])[N:13]([CH2:15][C:16]3[CH:17]=[N:18][C:19]([C:22]#[C:23][Si](C)(C)C)=[CH:20][CH:21]=3)[CH:14]=2)=[CH:5][CH:4]=1.[F-].C([N+](CCCC)(CCCC)CCCC)CCC>C1COCC1.O>[C:22]([C:19]1[N:18]=[CH:17][C:16]([CH2:15][N:13]2[CH:14]=[C:9]([C:6]3[CH:5]=[CH:4][C:3]([O:2][CH3:1])=[CH:8][CH:7]=3)[CH:10]=[CH:11][C:12]2=[O:28])=[CH:21][CH:20]=1)#[CH:23] |f:1.2|. Procedure: A mixture of 5-(4-methoxyphenyl)-1-((6-(2-(trimethylsilyl)ethynyl)pyridin-3-yl)methyl)pyridin-2(1H)-one (0.60 mmol, 240 mg), tetrabutylammonium fluoride (1.20 mmol, 1.2 mL) in THF (5 mL) and H2O (1 mL) was stirred at room temperature for 2 hours. The solvent was evaporated under reduced pressure. The residue was taken up in CH2Cl2, washed with water, dried (Na2SO4) and evaporated under reduced pressure. The residue was purified in a manifold (vac.) using a Sep-Pak silica cartridge CH2Cl2/MeOH(NH... The reactants are CH2N2, Cl (HCl), C(C=C)C(CCCCCCCCCCCC(C(=O)O)(C)C)(CC=C)O (14-Allyl-14-hydroxy-2,2-dimethyl-16-heptadecenoic acid), CCOCC (ether), CCOCC (ether). Conditions: time 2 hour. Yields the product C(C=C)C(CCCCCCCCCCCC(C(=O)OC)(C)C)(CC=C)O (Methyl 14-allyl-14-hydroxy-2,2-dimethyl-16-heptadecenoate). RXN SMILES: [CH2:1]([C:4]([OH:25])([CH2:22][CH:23]=[CH2:24])[CH2:5][CH2:6][CH2:7][CH2:8][CH2:9][CH2:10][CH2:11][CH2:12][CH2:13][CH2:14][CH2:15][C:16]([CH3:21])([CH3:20])[C:17]([OH:19])=[O:18])[CH:2]=[CH2:3].Cl.[CH3:27]COCC>>[CH2:1]([C:4]([OH:25])([CH2:22][CH:23]=[CH2:24])[CH2:5][CH2:6][CH2:7][CH2:8][CH2:9][CH2:10][CH2:11][CH2:12][CH2:13][CH2:14][CH2:15][C:16]([CH3:20])([CH3:21])[C:17]([O:19][CH3:27])=[O:18])[CH:2]=[CH2:3]. Procedure details: A cooled ether solution of 2.4 g of the product of Example 8 was added to excess CH2N2 in ether at 0° to 5°; after standing 2 hours, the excess CH2N2 was decomposed with dilute HCl. The ether layer was washed with H2O, with dilute NaHCO3, dried (K2CO3) and evaporated. The residue, 2.5 g, was flash chromatographed on a 10×20 cm column of silica gel in 20% C2H5OCOCH3 --CH2Cl2 ; a single fraction of 0.37 g was used for; a total of 1.35 g of title compound was obtained as a light yellow oil. Reactants: CO, NN, CC(C)(C)OC(=O)NCC(c1cccc2ccccc12)N1C(=O)c2ccccc2C1=O. The product is CC(C)(C)OC(=O)NCC(N)c1cccc2ccccc12. As a reaction SMILES: [CH3:34][OH:35].[NH2:32][NH2:33].[O:1]=[C:2]1[N:3]([CH:12]([CH2:13][NH:14][C:15]([O:16][C:17]([CH3:18])([CH3:19])[CH3:20])=[O:21])[c:22]2[cH:23][cH:24][cH:25][c:26]3[cH:27][cH:28][cH:29][cH:30][c:31]23)[C:10](=[O:11])[c:5]2[c:4]1[cH:9][cH:8][cH:7][cH:6]2>>[NH2:3][CH:12]([CH2:13][NH:14][C:15]([O:16][C:17]([CH3:18])([CH3:19])[CH3:20])=[O:21])[c:22]1[cH:23][cH:24][cH:25][c:26]2[cH:27][cH:28][cH:29][cH:30][c:31]12.